From a dataset of the Open Reaction Database (ORD), a public repository of structured organic reaction records. describe an organic reaction: reactants, conditions, products, and yield Reactants: COc1ccc(OC2CC(C(=O)O)N(C(=O)CSC(C)=O)C2)cc1, N. Product: COc1ccc(OC2CC(C(=O)O)N(C(=O)CS)C2)cc1. RXN SMILES: [C:1](=[O:2])([CH3:3])[S:4][CH2:5][C:6](=[O:7])[N:8]1[CH:9]([C:10](=[O:11])[OH:12])[CH2:13][CH:14]([O:16][c:17]2[cH:18][cH:19][c:20]([O:23][CH3:24])[cH:21][cH:22]2)[CH2:15]1.[NH3:25]>>[SH:4][CH2:5][C:6](=[O:7])[N:8]1[CH:9]([C:10](=[O:11])[OH:12])[CH2:13][CH:14]([O:16][c:17]2[cH:18][cH:19][c:20]([O:23][CH3:24])[cH:21][cH:22]2)[CH2:15]1. Reactants: CCc1cnc(N(CCc2csc(SC(C)(C)C(=O)OC(C)(C)C)n2)Cc2ccc(NC(=O)OC(C)(C)C)cc2)nc1, ClCCl, O, Cc1ccc(S(=O)(=O)O)cc1. Yields the product CCc1cnc(N(CCc2csc(SC(C)(C)C(=O)OC(C)(C)C)n2)Cc2ccc(N)cc2)nc1. RXN SMILES: [C:1]([CH3:2])([CH3:3])([CH3:4])[O:5][C:6]([C:7]([CH3:8])([CH3:9])[S:10][c:11]1[s:12][cH:13][c:14]([CH2:16][CH2:17][N:18]([c:19]2[n:20][cH:21][c:22]([CH2:25][CH3:26])[cH:23][n:24]2)[CH2:27][c:28]2[cH:29][cH:30][c:31]([NH:34][C:35]([O:36][C:37]([CH3:38])([CH3:39])[CH3:40])=[O:41])[cH:32][cH:33]2)[n:15]1)=[O:42].[Cl:55][CH2:56][Cl:57].[OH2:43].[c:44]1([CH3:45])[cH:46][cH:47][c:48]([S:49]([OH:50])(=[O:51])=[O:52])[cH:53][cH:54]1>>[C:1]([CH3:2])([CH3:3])([CH3:4])[O:5][C:6]([C:7]([CH3:8])([CH3:9])[S:10][c:11]1[s:12][cH:13][c:14]([CH2:16][CH2:17][N:18]([c:19]2[n:20][cH:21][c:22]([CH2:25][CH3:26])[cH:23][n:24]2)[CH2:27][c:28]2[cH:29][cH:30][c:31]([NH2:34])[cH:32][cH:33]2)[n:15]1)=[O:42]. Starting materials: ice, CC1(OCC=CCO1)C (2,2-dimethyl-4,7-dihydro-1,3-dioxepin), ClOC(C)(C)C (t-butyl hypochlorite), S([O-])(O)=O.[Na+] (Sodium bisulfite), S(O)(O)(=O)=O (sulfuric acid), [OH-].[Na+] (sodium hydroxide). The solvent is C(C)(C)(C)O (t-butanol). Reaction conditions: time 4 hour. Yields the product CC1(OCC2OC2CO1)C (4,4-Dimethyl-3,5,8-trioxabicyclo-[5.1.0]-octane). The yield is 80.0%. Reaction SMILES: [CH3:1][C:2]1([CH3:9])[O:8][CH2:7][CH:6]=[CH:5][CH2:4][O:3]1.S(=O)(=O)(O)[OH:11].ClOC(C)(C)C.S(=O)(O)[O-].[Na+].[OH-].[Na+]>C(O)(C)(C)C>[CH3:1][C:2]1([CH3:9])[O:8][CH2:7][CH:6]2[CH:5]([O:11]2)[CH2:4][O:3]1 |f:3.4,5.6|. Procedure: To an ice-cold (5°), stirred solution of the dioxepin (II) (12.81 g, 0.1 mole) in aqueous t-butanol (50%; 50 ml) adjusted to pH 6.0 with dilute sulfuric acid, was added t-butyl hypochlorite (11.3 g, 0.105 mole), while the pH was maintained at 6.0. The reaction mixture was allowed to rise to room temperature and stirred for 4 hrs with protection from light. Sodium bisulfite (200 mg) was added to the reaction mixture, followed by 50% aqueous sodium hydroxide to bring the pH to 12. The reaction mix... Starting materials: CC(CC(=O)OC)(C=O)C (Methyl 3,3-dimethyl-4-oxobutanoate), O (water), C(CO)O (ethylene glycol), O.C1(=CC=C(C=C1)S(=O)(=O)O)C (p-toluenesulfonic acid monohydrate). The solvent is C1=CC=CC=C1 (benzene), CCOCC (ether). The product is CC(CC(=O)OC)(C1OCCO1)C (Methyl 3,3-dimethyl-3-(1,3-dioxolan-2-yl)propanoate). Yield: 94.0%. RXN SMILES: [CH3:1][C:2]([CH3:10])([CH:8]=[O:9])[CH2:3][C:4]([O:6][CH3:7])=[O:5].[CH2:11](O)[CH2:12][OH:13].O.C1(C)C=CC(S(O)(=O)=O)=CC=1.O>C1C=CC=CC=1.CCOCC>[CH3:1][C:2]([CH3:10])([CH:8]1[O:13][CH2:12][CH2:11][O:9]1)[CH2:3][C:4]([O:6][CH3:7])=[O:5] |f:2.3|. Procedure: Methyl 3,3-dimethyl-4-oxobutanoate (10 g, 70 mmol), prepared according to the procedure of Hudlicky et al., Synth. Commun., 16 169 (1986), was dissolved in 40 mL of benzene, followed by addition of ethylene glycol (20 mL), and p-toluenesulfonic acid monohydrate (1.3 g). The reaction was refluxed with azeotropic removal of water for 1 hour. The reaction was poured into 200 mL of ether, washed with saturated sodium bicarbonate, water and brine, dried with anhydrous magnesium sulfate, filtered, and... The reactants are CC1=C(C(=O)OC)C=CC(=C1)COC1=CC=CC=C1 (methyl 2-methyl-4-(phenoxymethyl)benzoate), [OH-].[Li+] (lithium hydroxide), O1CCCC1 (tetrahydrofuran), Cl (hydrochloric acid). The solvent is O (water), CO (methanol). Conditions: time 12 hour. The product is CC1=C(C(=O)O)C=CC(=C1)COC1=CC=CC=C1 (2-methyl-4-(phenoxymethyl)benzoic acid). RXN SMILES: [CH3:1][C:2]1[CH:11]=[C:10]([CH2:12][O:13][C:14]2[CH:19]=[CH:18][CH:17]=[CH:16][CH:15]=2)[CH:9]=[CH:8][C:3]=1[C:4]([O:6]C)=[O:5].[OH-].[Li+].O1CCCC1.Cl>O.CO>[CH3:1][C:2]1[CH:11]=[C:10]([CH2:12][O:13][C:14]2[CH:19]=[CH:18][CH:17]=[CH:16][CH:15]=2)[CH:9]=[CH:8][C:3]=1[C:4]([OH:6])=[O:5] |f:1.2|. Reported procedure: A mixture of methyl 2-methyl-4-(phenoxymethyl)benzoate (66 mg, 0.26 mmol), lithium hydroxide (54 mg, 1.29 mmol), tetrahydrofuran (6 mL), methanol (2 mL), and water (2 mL) were stirred at room temperature for 12 hours. The mixture was neutralized to pH to 1 with concentrated hydrochloric acid and then extracted with ethyl acetate (20 mL×3). The combined organic phase was separated, dried over sodium sulfate, and then filtered. The filtrate was concentrated in vacuo to give 2-methyl-4-(phenoxymeth... Reactants: CCC(C)N=C=O, ClCCl, Cl, Fc1ccc(C(OC2CNC2)c2ccccc2C(F)(F)F)cc1. Yields the product CCC(C)NC(=O)N1CC(OC(c2ccc(F)cc2)c2ccccc2C(F)(F)F)C1. As a reaction SMILES: [CH:25]([CH3:26])([CH2:27][CH3:28])[N:29]=[C:30]=[O:31].[Cl:32][CH2:33][Cl:34].[ClH:1].[F:2][C:3]([c:4]1[c:5]([CH:6]([c:7]2[cH:8][cH:9][c:10]([F:13])[cH:11][cH:12]2)[O:14][CH:15]2[CH2:16][NH:17][CH2:18]2)[cH:19][cH:20][cH:21][cH:22]1)([F:23])[F:24]>>[F:2][C:3]([c:4]1[c:5]([CH:6]([c:7]2[cH:8][cH:9][c:10]([F:13])[cH:11][cH:12]2)[O:14][CH:15]2[CH2:16][N:17]([C:30]([NH:29][CH:25]([CH3:26])[CH2:27][CH3:28])=[O:31])[CH2:18]2)[cH:19][cH:20][cH:21][cH:22]1)([F:23])[F:24].